This data is from the Open Reaction Database (ORD), a public repository of structured organic reaction records. The task is: describe an organic reaction: reactants, conditions, products, and yield The reactants are resultant mixture, COC=1C=C2CCNC(C2=CC1OC)=CC1=CC(=C(C(=C1)OC)OC)OC (3,4-dihydro-6,7-dimethoxy-1-[(3,4,5-trimethoxyphenyl)methylene]isoquinoline), C1=CC=CC=C1 (benzene), C1(CCCCC1)C(=O)Cl (cyclohexanecarbonyl chloride). The solvent is N1=CC=CC=C1 (pyridine). The product is C1(CCCCC1)C(=O)N1\C(\C2=CC(=C(C=C2CC1)OC)OC)=C/C1=CC(=C(C(=C1)OC)OC)OC ((Z)-2-cyclohexanecarbonyl-1,2,3,4-tetrahydro-6,7-dimethoxy-1-[(3,4,5-trimethoxyphenyl)methylene]isoquinoline). Reaction SMILES: [CH3:1][O:2][C:3]1[CH:4]=[C:5]2[C:10](=[CH:11][C:12]=1[O:13][CH3:14])[C:9](=[CH:15][C:16]1[CH:21]=[C:20]([O:22][CH3:23])[C:19]([O:24][CH3:25])=[C:18]([O:26][CH3:27])[CH:17]=1)[NH:8][CH2:7][CH2:6]2.C1C=CC=CC=1.[CH:34]1([C:40](Cl)=[O:41])[CH2:39][CH2:38][CH2:37][CH2:36][CH2:35]1>N1C=CC=CC=1>[CH:34]1([C:40]([N:8]2[CH2:7][CH2:6][C:5]3[C:10](=[CH:11][C:12]([O:13][CH3:14])=[C:3]([O:2][CH3:1])[CH:4]=3)/[C:9]/2=[CH:15]/[C:16]2[CH:21]=[C:20]([O:22][CH3:23])[C:19]([O:24][CH3:25])=[C:18]([O:26][CH3:27])[CH:17]=2)=[O:41])[CH2:39][CH2:38][CH2:37][CH2:36][CH2:35]1. Reported procedure: To a suspension of 5 parts of 3,4-dihydro-6,7-dimethoxy-1-[(3,4,5-trimethoxyphenyl)methylene]isoquinoline in 50 parts of benzene is added 15 parts of pyridine, followed by 3 parts of cyclohexanecarbonyl chloride. The resultant mixture is heated at the boiling point under reflux in a nitrogen atmosphere for 2 hours, then cooled, consecutively washed with water and aqueous 5% sodium becarbonate, dried over anhydrous sodium sulfate, and stripped of solvent by vacuum distillation. The residue is cry... Starting materials: C(C)(C)(C)OC(=O)NCC=1C(=NC2=CC=C(C=C2C1C1=CC=C(C=C1)C)OCC(=O)O)CC(C)C ({[3-{[(tert-butoxycarbonyl)amino]methyl}-2-isobutyl-4-(4-methylphenyl)quinolin-6-yl]oxy}acetic acid), C1CC(=O)N(C1=O)OC(=O)ON2C(=O)CCC2=O (di(N-succinimidyl) carbonate), CS(=O)(=O)N (methanesulfonamide), C1CCC2=NCCCN2CC1 (1,8-diazabicyclo[5.4.0]-7-undecene). The solvent is CN(C=O)C (N,N-dimethylformamide), O (water). Reaction conditions: time 1 hour. The product is C(C(C)C)C1=NC2=CC=C(C=C2C(=C1CNC(OC(C)(C)C)=O)C1=CC=C(C=C1)C)OCC(=O)NS(=O)(=O)C (tert-butyl [(2-isobutyl-4-(4-methylphenyl)-6-{2-[(methylsulfonyl)amino]-2-oxoethoxy}quinolin-3-yl)methyl]carbamate). The yield is 100.4%. As a reaction SMILES: [C:1]([O:5][C:6]([NH:8][CH2:9][C:10]1[C:11]([CH2:32][CH:33]([CH3:35])[CH3:34])=[N:12][C:13]2[C:18]([C:19]=1[C:20]1[CH:25]=[CH:24][C:23]([CH3:26])=[CH:22][CH:21]=1)=[CH:17][C:16]([O:27][CH2:28][C:29](O)=[O:30])=[CH:15][CH:14]=2)=[O:7])([CH3:4])([CH3:3])[CH3:2].C1C(=O)N(OC(ON2C(=O)CCC2=O)=O)C(=O)C1.[CH3:54][S:55]([NH2:58])(=[O:57])=[O:56].C1CCN2C(=NCCC2)CC1>CN(C)C=O.O>[CH2:32]([C:11]1[C:10]([CH2:9][NH:8][C:6](=[O:7])[O:5][C:1]([CH3:4])([CH3:3])[CH3:2])=[C:19]([C:20]2[CH:25]=[CH:24][C:23]([CH3:26])=[CH:22][CH:21]=2)[C:18]2[C:13](=[CH:14][CH:15]=[C:16]([O:27][CH2:28][C:29]([NH:58][S:55]([CH3:54])(=[O:57])=[O:56])=[O:30])[CH:17]=2)[N:12]=1)[CH:33]([CH3:35])[CH3:34]. Procedure details: To a solution of {[3-{[(tert-butoxycarbonyl)amino]methyl}-2-isobutyl-4-(4-methylphenyl)quinolin-6-yl]oxy}acetic acid (0.25 g, 0.52 mmol) in N,N-dimethylformamide (5 ml) was added di(N-succinimidyl) carbonate (0.42 g, 2.6 mmol), and the mixture was stirred at room temperature for 1 hr. To the reaction mixture were added methanesulfonamide (0.25 g, 2.6 mmol) and 1,8-diazabicyclo[5.4.0]-7-undecene (0.40 ml, 2.6 mmol), and the mixture was stirred at 100° C. for 5 hrs. The reaction mixture was cooled...